The task is: describe an organic reaction: reactants, conditions, products, and yield. This data is from the Open Reaction Database (ORD), a public repository of structured organic reaction records. Reactants: Cc1cccc(NC(=O)CBr)c1, COc1ccccc1N1CCNCC1, CCOC(C)=O, Cc1ccccc1, CCN(C(C)C)C(C)C. Product: COc1ccccc1N1CCN(CC(=O)Nc2cccc(C)c2)CC1. Reaction SMILES: [Br:24][CH2:25][C:26](=[O:27])[NH:28][c:29]1[cH:30][c:31]([CH3:35])[cH:32][cH:33][cH:34]1.[CH3:1][O:2][c:3]1[c:4]([N:9]2[CH2:10][CH2:11][NH:12][CH2:13][CH2:14]2)[cH:5][cH:6][cH:7][cH:8]1.[CH3:36][CH2:37][O:38][C:39](=[O:40])[CH3:41].[CH3:42][c:43]1[cH:44][cH:45][cH:46][cH:47][cH:48]1.[CH:15]([N:16]([CH2:17][CH3:18])[CH:19]([CH3:20])[CH3:21])([CH3:22])[CH3:23]>>[CH3:1][O:2][c:3]1[c:4]([N:9]2[CH2:10][CH2:11][N:12]([CH2:25][C:26](=[O:27])[NH:28][c:29]3[cH:30][c:31]([CH3:35])[cH:32][cH:33][cH:34]3)[CH2:13][CH2:14]2)[cH:5][cH:6][cH:7][cH:8]1. The reactants are C1(CCCCC1)COC=1C=2N(C=CC1)C(=C(N2)C)C(=O)N[C@@H]2CN(CC2)C (8-(cyclohexylmethoxy)-2-methyl-N-[(3S)-1-methylpyrrolidin-3-yl]imidazo[1,2-a]pyridine-3-carboxamide), Cl.C(C)(=O)OCC (hydrogen chloride ethyl acetate). The solvent is C(C)(=O)OCC (ethyl acetate). The product is Cl.C1(CCCCC1)COC=1C=2N(C=CC1)C(=C(N2)C)C(=O)N[C@@H]2CN(CC2)C (8-(cyclohexylmethoxy)-2-methyl-N-[(3S)-1-methylpyrrolidin-3-yl]imidazo[1,2-a]pyridine-3-carboxamide hydrochloride). Reaction SMILES: [CH:1]1([CH2:7][O:8][C:9]2[C:10]3[N:11]([C:15]([C:19]([NH:21][C@H:22]4[CH2:26][CH2:25][N:24]([CH3:27])[CH2:23]4)=[O:20])=[C:16]([CH3:18])[N:17]=3)[CH:12]=[CH:13][CH:14]=2)[CH2:6][CH2:5][CH2:4][CH2:3][CH2:2]1.[ClH:28].C(OCC)(=O)C>C(OCC)(=O)C>[ClH:28].[CH:1]1([CH2:7][O:8][C:9]2[C:10]3[N:11]([C:15]([C:19]([NH:21][C@H:22]4[CH2:26][CH2:25][N:24]([CH3:27])[CH2:23]4)=[O:20])=[C:16]([CH3:18])[N:17]=3)[CH:12]=[CH:13][CH:14]=2)[CH2:6][CH2:5][CH2:4][CH2:3][CH2:2]1 |f:1.2,4.5|. Reported procedure: To 245 mg of 8-(cyclohexylmethoxy)-2-methyl-N-[(3S)-1-methylpyrrolidin-3-yl]imidazo[1,2-a]pyridine-3-carboxamide were added 12 ml of ethyl acetate and 364 μl of a 4 M hydrogen chloride/ethyl acetate solution, followed by stirring. The resulting solid was collected by filtration and dried to obtain 258 mg of 8-(cyclohexylmethoxy)-2-methyl-N-[(3S)-1-methylpyrrolidin-3-yl]imidazo[1,2-a]pyridine-3-carboxamide hydrochloride. Yield: 54.4%. Solvent: O (water), OO (hydrogen peroxide), O (water), C(C)#N (acetonitrile), O (water). The product is BrC1=C(N(C2=CC=C(C=C12)C(=O)O)CC(C)C)C(=O)OCC (3-bromo-2-(ethoxycarbonyl)-1-isobutyl-1H-indole-5-carboxylic acid). The reactants are Cl(=O)[O-].[Na+] (sodium chlorite), O.O.P(=O)(O)(O)[O-].[Na+] (sodium dihydrogen-phosphate dihydrate), BrC1=C(N(C2=CC=C(C=C12)C=O)CC(C)C)C(=O)OCC (ethyl 3-bromo-5-formyl-1-isobutyl-1H-indole-2-carboxylate), C(C)(=O)OCC (Ethyl acetate). Reaction SMILES: [Br:1][C:2]1[C:10]2[C:5](=[CH:6][CH:7]=[C:8]([CH:11]=[O:12])[CH:9]=2)[N:4]([CH2:13][CH:14]([CH3:16])[CH3:15])[C:3]=1[C:17]([O:19][CH2:20][CH3:21])=[O:18].O.O.P([O-])(O)(O)=[O:25].[Na+].Cl([O-])=O.[Na+].C(OCC)(=O)C>C(#N)C.O.OO>[Br:1][C:2]1[C:10]2[C:5](=[CH:6][CH:7]=[C:8]([C:11]([OH:25])=[O:12])[CH:9]=2)[N:4]([CH2:13][CH:14]([CH3:15])[CH3:16])[C:3]=1[C:17]([O:19][CH2:20][CH3:21])=[O:18] |f:1.2.3.4,5.6|. Reported procedure: In 7 ml of acetonitrile is dissolved 0.65 g of ethyl 3-bromo-5-formyl-1-isobutyl-1H-indole-2-carboxylate. To the solution are successively added at ambient temperature 1.56 g of sodium dihydrogen-phosphate dihydrate dissolved in 22 ml of water and 0.64 ml of 30% aqueous hydrogen peroxide. Then, 0.68 g of sodium chlorite dissolved in 20 ml of water is dropwise added thereto at 5-10° C. The mixture thus obtained is stirred at 60° C. for one hour. Ethyl acetate and water are added to the reaction m... Reaction conditions: temperature 60 celsius, time 1 hour.